This data is from the Open Reaction Database (ORD), a public repository of structured organic reaction records. The task is: describe an organic reaction: reactants, conditions, products, and yield RXN SMILES: [CH3:1][O:2][c:3]1[c:4]([B:12]([OH:13])[OH:14])[cH:5][c:6]2[c:7]([n:8]1)[cH:9][cH:10][nH:11]2.[H-:15].[I:17][CH3:18].[Na+:16].[O:19]1[CH2:20][CH2:21][CH2:22][CH2:23]1>>[CH3:1][O:2][c:3]1[c:4]([B:12]([OH:13])[OH:14])[cH:5][c:6]2[c:7]([n:8]1)[cH:9][cH:10][n:11]2[CH3:18]. Starting materials: COc1nc2cc[nH]c2cc1B(O)O, [H-], CI, [Na+], C1CCOC1. Yields the product COc1nc2ccn(C)c2cc1B(O)O. Starting materials: C1(=CC=CC2=CC=CC=C12)C(CC(=O)O)CC(=O)O (3-(1-naphthyl)glutaric acid), C1(=CC=CC2=CC=CC=C12)C(CC(=O)O)CC(=O)O (3-(1-naphthyl)glutaric acid). Run in C(C)(=O)Cl (acetyl chloride). Run at time 1.5 hour. Product: C1(=CC=CC2=CC=CC=C12)C1CC(=O)OC(C1)=O (3-(1-naphthyl)glutaric anhydride). As a reaction SMILES: [C:1]1([CH:11]([CH2:16][C:17](O)=[O:18])[CH2:12][C:13]([OH:15])=[O:14])[C:10]2[C:5](=[CH:6][CH:7]=[CH:8][CH:9]=2)[CH:4]=[CH:3][CH:2]=1>C(Cl)(=O)C>[C:1]1([CH:11]2[CH2:16][C:17](=[O:18])[O:14][C:13](=[O:15])[CH2:12]2)[C:10]2[C:5](=[CH:6][CH:7]=[CH:8][CH:9]=2)[CH:4]=[CH:3][CH:2]=1. Reported procedure: To a solution of commercial 1-naphthaldehyde (25 g) and ethyl acetoacetate (40.5 ml) in ethanol (30 ml) piperidine (3 ml) was added with stirring at rt. The orange coloured solution was kept at rt for a week. The viscous orange oil (the bis-adduct of acetoacetate to the aldehyde) was not further purified but used directly for the next step. The oil was added in portions to 40% NaOH (500 g) with stirring and rinsed with ethanol. The resulting orange slurry was stirred at reflux for 2 h. After coo... Starting materials: Cl.Cl.COC([C@@H](N)CCCN)=O (ornithine methyl ester dihydrochloride), [N+](=O)([O-])C1=C(C=O)C=CC=C1 (2-nitrobenzaldehyde). The solvent is C(C)N(CC)CC (Triethylamine). Conditions: temperature 0 celsius. Yields the product [N+](=O)([O-])C1=C(C=CC=C1)C1NC2(N(C1C1=C(C=CC=C1)[N+](=O)[O-])CCC2)C(=O)OC (Methyl 2,3-di(2-nitrophenyl)perhydropyrrolo (1,2-a)imidazole-7a carboxylate). RXN SMILES: Cl.Cl.[CH3:3][O:4][C:5](=[O:12])[C@H:6]([CH2:8][CH2:9][CH2:10][NH2:11])[NH2:7].[N+:13]([C:16]1[CH:23]=[CH:22][CH:21]=[CH:20][C:17]=1[CH:18]=O)([O-:15])=[O:14]>C(N(CC)CC)C>[N+:13]([C:16]1[CH:23]=[CH:22][CH:21]=[CH:20][C:17]=1[CH:18]1[CH:18]([C:17]2[CH:20]=[CH:21][CH:22]=[CH:23][C:16]=2[N+:13]([O-:15])=[O:14])[N:11]2[CH2:10][CH2:9][CH2:8][C:6]2([C:5]([O:4][CH3:3])=[O:12])[NH:7]1)([O-:15])=[O:14] |f:0.1.2|. Reported procedure: In a 250 ml round-bottomed flask equipped with a magnetic stirrer were taken a mixture of ornithine methyl ester dihydrochloride (5.0 g) and 2-nitrobenzaldehyde (7.5 g) in MDC (70 ml). The suspension was stirred at 0° C. for 15 mts. Triethylamine (4.64 g in 10 ml MDC) was added slowly. The reaction mixture was then allowed to stir at RT overnight. The reaction mixture was diluted with MDC, washed with water twice and dried over sodium sulfate. MDC was evaporated to give the crude product which w...